From a dataset of the Open Reaction Database (ORD), a public repository of structured organic reaction records. describe an organic reaction: reactants, conditions, products, and yield Reactants: ClC1=NC2=CC=CC=C2C(=C1N)NCC(C)C (2-chloro-N4 -(2-methylpropyl)-3,4-quinolinediamine), C(Cl)(Cl)Cl (chloroform). Solvent: C(C)OC(OCC)OCC (triethylorthoformate). Yields the product ClC1=NC=2C=CC=CC2C2=C1N=CN2CC(C)C (4-chloro-1-(2-methylpropyl)-1H-imidazo[4,5-c]-quinoline). Reaction SMILES: [Cl:1][C:2]1[C:11]([NH2:12])=[C:10]([NH:13][CH2:14][CH:15]([CH3:17])[CH3:16])[C:9]2[C:4](=[CH:5][CH:6]=[CH:7][CH:8]=2)[N:3]=1.[CH:18](Cl)(Cl)Cl>C(OC(OCC)OCC)C>[Cl:1][C:2]1[C:11]2[N:12]=[CH:18][N:13]([CH2:14][CH:15]([CH3:17])[CH3:16])[C:10]=2[C:9]2[CH:8]=[CH:7][CH:6]=[CH:5][C:4]=2[N:3]=1. Reported procedure: A solution of 2-chloro-N4 -(2-methylpropyl)-3,4-quinolinediamine (3 g) in triethylorthoformate (2.8 g) was heated at 80° C. for 15 h. The resulting solution was cooled to ambient temperature and 20 mL of chloroform was added. The solution was washed with water. The product 4-chloro-1-(2-methylpropyl)-1H-imidazo[4,5-c]-quinoline was obtained by concentrating the solution. The reactants are NCC(O)C1=CC2=C(S1)C=CC=C2 (2-amino-1-benzo[b]thiophen-2-yl-ethanol), NC1=C(SC2=NC(=CC(=C21)CCC)N2CCC(CC2)=O)C(=O)N (3-amino-6-(4-oxo-piperidin-1-yl)-4-propyl-thieno[2,3-b]pyridine-2-carboxylic acid amide), [BH4-] (borohydride), C(C)(=O)O (acetic acid). The solvent is C1CCOC1 (THF), CO (MeOH). Reaction conditions: time 8 hour. The product is NC1=C(SC2=NC(=CC(=C21)CCC)N2CCC(CC2)NCC(O)C2=CC1=C(S2)C=CC=C1)C(=O)N (3-Amino-6-[4-(2-benzo[b]thiophen-2-yl-2-hydroxy-ethylamino)-piperidin-1-yl]-4-propyl-thieno[2,3-b]pyridine-2-carboxylic acid amide). The yield is 27.9%. Reaction SMILES: [NH2:1][CH2:2][CH:3]([C:5]1[S:9][C:8]2[CH:10]=[CH:11][CH:12]=[CH:13][C:7]=2[CH:6]=1)[OH:4].[NH2:14][C:15]1[C:23]2[C:18](=[N:19][C:20]([N:27]3[CH2:32][CH2:31][C:30](=O)[CH2:29][CH2:28]3)=[CH:21][C:22]=2[CH2:24][CH2:25][CH3:26])[S:17][C:16]=1[C:34]([NH2:36])=[O:35].[BH4-].C(O)(=O)C>C1COCC1.CO>[NH2:14][C:15]1[C:23]2[C:18](=[N:19][C:20]([N:27]3[CH2:28][CH2:29][CH:30]([NH:1][CH2:2][CH:3]([C:5]4[S:9][C:8]5[CH:10]=[CH:11][CH:12]=[CH:13][C:7]=5[CH:6]=4)[OH:4])[CH2:31][CH2:32]3)=[CH:21][C:22]=2[CH2:24][CH2:25][CH3:26])[S:17][C:16]=1[C:34]([NH2:36])=[O:35]. Procedure details: The above 2-amino-1-benzo[b]thiophen-2-yl-ethanol (57.9 mg, 0.300 mmol), 3-amino-6-(4-oxo-piperidin-1-yl)-4-propyl-thieno[2,3-b]pyridine-2-carboxylic acid amide (50.0 mg, 0.15 mmol), MP-borohydride (100 mg) and acetic acid (0.075 mL, 1.31 mmol) were mixed in a 2-dram vial in THF (4 mL) and shaken at room temperature for 21 h overnight. The reaction was filtered, and the borohydride resin was rinsed with MeOH, and then filtered again. The combined filtrates were concentrated in on a rotary evapor... Starting materials: C(C1=CC=CC=C1)N1CCC2(CC1)OCC1=C2C=C(C=C1)Cl (1′-benzyl-6-chloro-3H-spiro[2-benzofuran-1,4′-piperidine]), ClC(=O)OCCCl (chloroethyl chloroformate). The solvent is ClCCl (dichloromethane). Conditions: temperature 0 celsius, time 30 minute. Yields the product ClC=1C=CC2=C(C1)C1(CCNCC1)OC2 (6-Chloro-3H-spiro[2-benzofuran-1,4′-piperidine]). The yield is 28.1%. As a reaction SMILES: C([N:8]1[CH2:13][CH2:12][C:11]2([C:17]3[CH:18]=[C:19]([Cl:22])[CH:20]=[CH:21][C:16]=3[CH2:15][O:14]2)[CH2:10][CH2:9]1)C1C=CC=CC=1.ClC(OCCCl)=O>ClCCl>[Cl:22][C:19]1[CH:20]=[CH:21][C:16]2[CH2:15][O:14][C:11]3([CH2:10][CH2:9][NH:8][CH2:13][CH2:12]3)[C:17]=2[CH:18]=1. Procedure: To a solution of 1′-benzyl-6-chloro-3H-spiro[2-benzofuran-1,4′-piperidine] (850 mg, 2.7 mmol) in dichloromethane (CH2Cl2) (8 mL) was added chloroethyl chloroformate (Yang, B. V; o'Rourke, D; Li, J., Synlett, 1993, 195-196) (772 mg, 5.4 mmol) slowly at 0° C. After addition was complete the reaction mixture was stirred at 0° C. for 30 min. The volatiles were removed in vacuo, residue was dissolved in methanol (10 mL) and kept at reflux for 40 min. The volatiles were removed in vacuo and the residu... The reactants are OCC1=C(C=C(C(=C1OC)OC)OC)[N+](=O)[O-] (2-hydroxymethyl-1-nitro-3,4,5-trimethoxybenzene). Reagents/catalysts: [Pd] (palladium on carbon). The solvent is C(C)O (ethanol). Yields the product CC1=C(N)C=C(C(=C1OC)OC)OC (2-methyl-3,4,5-trimethoxyaniline). Reaction SMILES: O[CH2:2][C:3]1[C:8]([O:9][CH3:10])=[C:7]([O:11][CH3:12])[C:6]([O:13][CH3:14])=[CH:5][C:4]=1[N+:15]([O-])=O>[Pd].C(O)C>[CH3:2][C:3]1[C:8]([O:9][CH3:10])=[C:7]([O:11][CH3:12])[C:6]([O:13][CH3:14])=[CH:5][C:4]=1[NH2:15]. Procedure details: A mixture of 2-hydroxymethyl-1-nitro-3,4,5-trimethoxybenzene (200 mg, 0.82 mmol) and 10% palladium on carbon (100 mg) in ethanol (4 ml) was hydrogenated at 20 psi overnight. The mixture was filtered through a Celite pad and washed with ethanol. The combined filtrate and washings were evaporated in vacuo to dryness. The residue was chromatographed over a silica gel column (2×20 cm) using toluene/ethyl acetate (2:1, v/v) as the eluent to give 2-methyl-3,4,5-trimethoxyaniline as brown crystals (hex... Reactants: C1(=CC=C(C=C1)S(=O)(=O)Cl)C (p-toluenesulfonyl chloride), C(C)OCC=1N(C2=C(C=NC=3C=CC=NC23)N1)CCCCCC(=O)N (6-[2-(ethoxymethyl)-1H-imidazo[4,5-c][1,5]naphthyridin-1-yl)hexanamide), C1=CC(=CC(=C1)Cl)C(=O)OO (mCPBA), [OH-].[NH4+] (ammonium hydroxide). Reaction conditions: time 1 hour. The product is NC1=NC=2C=CC=NC2C2=C1N=C(N2CCCCCC(=O)N)COCC (6-[4-amino-2-(ethoxymethyl)-1H-imidazo[4,5-c][1,5]naphthyridin-1-yl]hexanamide). Reaction SMILES: [CH2:1]([O:3][CH2:4][C:5]1[N:6]([CH2:18][CH2:19][CH2:20][CH2:21][CH2:22][C:23]([NH2:25])=[O:24])[C:7]2[C:16]3[N:15]=[CH:14][CH:13]=[CH:12][C:11]=3[N:10]=[CH:9][C:8]=2[N:17]=1)[CH3:2].C1C=C(Cl)C=C(C(OO)=O)C=1.[OH-].[NH4+:38].C1(C)C=CC(S(Cl)(=O)=O)=CC=1>>[NH2:38][C:9]1[C:8]2[N:17]=[C:5]([CH2:4][O:3][CH2:1][CH3:2])[N:6]([CH2:18][CH2:19][CH2:20][CH2:21][CH2:22][C:23]([NH2:25])=[O:24])[C:7]=2[C:16]2[N:15]=[CH:14][CH:13]=[CH:12][C:11]=2[N:10]=1 |f:2.3|. Procedure: A modification of the methods described in Part F of Example 53 was used to treat 6-[2-(ethoxymethyl)-1H-imidazo[4,5-c][1,5]naphthyridin-1-yl)hexanamide (1.70 g, 5.0 mmol) with mCPBA (3.34 g of 70-77% purity) followed by ammonium hydroxide (5.5 mL), and p-toluenesulfonyl chloride (0.95 g). After the amination reaction was stirred for one hour, a precipitate was present and was isolated by filtration and washed with chloroform and water. The precipitate was triturated with 2-propanol (7.5 mL/g at...